This data is from the Open Reaction Database (ORD), a public repository of structured organic reaction records. The task is: describe an organic reaction: reactants, conditions, products, and yield Yields the product COc1ccc(CN2C(c3cc(-c4ccc(C(F)(F)F)cc4)cc(C(CC(C)C)C(=O)O)c3)CCCC2C(F)(F)F)cc1. As a reaction SMILES: [CH2:1]([CH3:2])[O:3][C:4]([CH:5]([CH2:6][CH:7]([CH3:8])[CH3:9])[c:10]1[cH:11][c:12](-[c:35]2[cH:36][cH:37][c:38]([C:41]([F:42])([F:43])[F:44])[cH:39][cH:40]2)[cH:13][c:14]([CH:16]2[N:17]([CH2:26][c:27]3[cH:28][cH:29][c:30]([O:33][CH3:34])[cH:31][cH:32]3)[CH:18]([C:22]([F:23])([F:24])[F:25])[CH2:19][CH2:20][CH2:21]2)[cH:15]1)=[O:45].[CH3:48][CH2:49][OH:50].[K+:47].[OH-:46]>>[O:3]=[C:4]([CH:5]([CH2:6][CH:7]([CH3:8])[CH3:9])[c:10]1[cH:11][c:12](-[c:35]2[cH:36][cH:37][c:38]([C:41]([F:42])([F:43])[F:44])[cH:39][cH:40]2)[cH:13][c:14]([CH:16]2[N:17]([CH2:26][c:27]3[cH:28][cH:29][c:30]([O:33][CH3:34])[cH:31][cH:32]3)[CH:18]([C:22]([F:23])([F:24])[F:25])[CH2:19][CH2:20][CH2:21]2)[cH:15]1)[OH:45]. Reactants: CCOC(=O)C(CC(C)C)c1cc(-c2ccc(C(F)(F)F)cc2)cc(C2CCCC(C(F)(F)F)N2Cc2ccc(OC)cc2)c1, CCO, [K+], [OH-]. Reactants: [Br-], Cn1ncc2cc(Br)ccc21, C1CCOC1, CC[Mg+], [Li]CCCC, Cc1ccccc1, CN(C)C=O. The product is Cn1ncc2cc(C=O)ccc21. As a reaction SMILES: [Br-:6].[Br:10][c:11]1[cH:12][c:13]2[cH:14][n:15][n:16]([CH3:20])[c:17]2[cH:18][cH:19]1.[CH2:33]1[O:34][CH2:35][CH2:36][CH2:37]1.[CH2:7]([Mg+:8])[CH3:9].[CH3:1][CH2:2][CH2:3][CH2:4][Li:5].[CH3:26][c:27]1[cH:28][cH:29][cH:30][cH:31][cH:32]1.[O:21]=[CH:22][N:23]([CH3:24])[CH3:25]>>[c:11]1([CH:22]=[O:21])[cH:12][c:13]2[cH:14][n:15][n:16]([CH3:20])[c:17]2[cH:18][cH:19]1. Reactants: C1(=CC=CC=C1)C1=CC=C(C(=O)O)C=C1 (4-phenylbenzoic acid), S(=O)(Cl)Cl (thionyl chloride). Yields the product C1(=CC=CC=C1)C1=CC=C(C(=O)Cl)C=C1 (4-phenyl benzoyl chloride). As a reaction SMILES: [C:1]1([C:7]2[CH:15]=[CH:14][C:10]([C:11](O)=[O:12])=[CH:9][CH:8]=2)[CH:6]=[CH:5][CH:4]=[CH:3][CH:2]=1.S(Cl)([Cl:18])=O>>[C:1]1([C:7]2[CH:15]=[CH:14][C:10]([C:11]([Cl:18])=[O:12])=[CH:9][CH:8]=2)[CH:6]=[CH:5][CH:4]=[CH:3][CH:2]=1. Reported procedure: 10 ml of thionyl chloride as added to 1.05 g (5.3 mmol) of 4-phenylbenzoic acid, and they were heated under reflux for 3 hours. The solvent was evaporated to obtain the crude product. As a reaction SMILES: [Cl:1][c:2]1[cH:3][cH:4][c:5](-[c:8]2[s:9][c:10]3[c:11]([n:12]2)[cH:13][cH:14][c:15]([S:17][CH3:18])[cH:16]3)[cH:6][cH:7]1.[Cl:32][CH2:33][Cl:34].[Na+:31].[OH-:30].[OH:19][O:20][C:21]([c:22]1[cH:23][c:24]([Cl:25])[cH:26][cH:27][cH:28]1)=[O:29]>>[Cl:1][c:2]1[cH:3][cH:4][c:5](-[c:8]2[s:9][c:10]3[c:11]([n:12]2)[cH:13][cH:14][c:15]([S:17]([CH3:18])(=[O:19])=[O:30])[cH:16]3)[cH:6][cH:7]1. Product: CS(=O)(=O)c1ccc2nc(-c3ccc(Cl)cc3)sc2c1. Reactants: CSc1ccc2nc(-c3ccc(Cl)cc3)sc2c1, ClCCl, [Na+], [OH-], O=C(OO)c1cccc(Cl)c1. The reactants are C(C1=CC=CC=C1)OC1=C(OC=CC1=O)C (3-Benzyloxy-2-methyl-4-pyrone), Cl (hydrochloric acid), OCCN (2-hydroxyethylamine), [OH-].[Na+] (sodium hydroxide). Run in O (water), C(C)O (ethanol). Conditions: time 6 day. Yields the product C(C1=CC=CC=C1)OC1=C(N(C=CC1=O)CCO)C (3-benzyloxy-1-(2'-hydroxyethyl)-2-methylpyrid-4-one). RXN SMILES: [CH2:1]([O:8][C:9]1[C:14](=[O:15])[CH:13]=[CH:12]O[C:10]=1[CH3:16])[C:2]1[CH:7]=[CH:6][CH:5]=[CH:4][CH:3]=1.[OH:17][CH2:18][CH2:19][NH2:20].[OH-].[Na+].Cl>O.C(O)C>[CH2:1]([O:8][C:9]1[C:14](=[O:15])[CH:13]=[CH:12][N:20]([CH2:19][CH2:18][OH:17])[C:10]=1[CH3:16])[C:2]1[CH:3]=[CH:4][CH:5]=[CH:6][CH:7]=1 |f:2.3|. Procedure: 3-Benzyloxy-2-methyl-4-pyrone (4.8 g), prepared as described under Example 10, and 2-hydroxyethylamine (1.22 g) are dissolved in water (220 ml) and ethanol (100 ml) containing sodium hydroxide (2 g) is added. The mixture is stirred at room temperature for 6 days and is then acidified with concentrated hydrochloric acid to pH 2, and evaporated to dryness. The resulting colourless solid is washed with water and extracted into chloroform (2×50 ml). The chloroform extracts are combined, dried over m... Starting materials: CCOC(C)=O, COC(=O)CNC(=O)c1cc(Cl)c(Oc2ccncc2C(=O)N2CCN(C3CC3)c3ccccc32)cc1Cl, CNCC(=O)OC, CCCCCCC, Cl. The product is COC(=O)CN(C)C(=O)c1cc(Cl)c(Oc2ccncc2C(=O)N2CCN(C3CC3)c3ccccc32)cc1Cl. Reaction SMILES: [C:47]([O:48][CH2:49][CH3:50])(=[O:51])[CH3:52].[CH3:1][O:2][C:3]([CH2:4][NH:5][C:6]([c:7]1[c:8]([Cl:36])[cH:9][c:10]([O:14][c:15]2[c:16]([C:21](=[O:22])[N:23]3[CH2:24][CH2:25][N:26]([CH:33]4[CH2:34][CH2:35]4)[c:27]4[cH:28][cH:29][cH:30][cH:31][c:32]43)[cH:17][n:18][cH:19][cH:20]2)[c:11]([Cl:13])[cH:12]1)=[O:37])=[O:38].[CH3:40][O:41][C:42](=[O:43])[CH2:44][NH:45][CH3:46].[CH3:53][CH2:54][CH2:55][CH2:56][CH2:57][CH2:58][CH3:59].[ClH:39]>>[CH3:1][O:2][C:3]([CH2:4][N:5]([C:6]([c:7]1[c:8]([Cl:36])[cH:9][c:10]([O:14][c:15]2[c:16]([C:21](=[O:22])[N:23]3[CH2:24][CH2:25][N:26]([CH:33]4[CH2:34][CH2:35]4)[c:27]4[cH:28][cH:29][cH:30][cH:31][c:32]43)[cH:17][n:18][cH:19][cH:20]2)[c:11]([Cl:13])[cH:12]1)=[O:37])[CH3:40])=[O:38]. Reactants: CC(C)=O, CC(=CCO)C[N+](=O)[O-]. The product is CC(=CC(=O)O)C[N+](=O)[O-]. As a reaction SMILES: [CH3:10][C:11]([CH3:12])=[O:13].[N+:1](=[O:2])([O-:3])[CH2:4][C:5](=[CH:6][CH2:7][OH:8])[CH3:9]>>[N+:1](=[O:2])([O-:3])[CH2:4][C:5](=[CH:6][C:7](=[O:8])[OH:13])[CH3:9].